This data is from the Open Reaction Database (ORD), a public repository of structured organic reaction records. The task is: describe an organic reaction: reactants, conditions, products, and yield The reactants are N[C@H](C(=O)NCCCC[C@@H](CO)N(CC(C)C)S(=O)(=O)C1=CC=C(C=C1)N)C(C1=CC=CC=C1)C1=CC=CC=C1 ((2S,5S)-2-amino-N-{5-[(4-amino-benzenesulfonyl)-isobutyl-amino]-6-hydroxy-hexyl}-3,3-diphenyl-propionamide), product, C(C1=CC=NC=C1)(=O)O (isonicotinic acid), [OH-].[Na+] (NaOH). Yields the product NC1=CC=C(C=C1)S(=O)(=O)N([C@@H](CCCCNC(=O)[C@H](C(C1=CC=CC=C1)C1=CC=CC=C1)NC(C1=CC=NC=C1)=O)CO)CC(C)C ((1S,5S)-N-(1-{5-[(4-Amino-benzenesulfonyl)-isobutyl-amino]-6-hydroxy-hexylcarbamoyl}-2,2-diphenyl-ethyl)-isonicotinamide). RXN SMILES: [NH2:1][C@@H:2]([CH:28]([C:35]1[CH:40]=[CH:39][CH:38]=[CH:37][CH:36]=1)[C:29]1[CH:34]=[CH:33][CH:32]=[CH:31][CH:30]=1)[C:3]([NH:5][CH2:6][CH2:7][CH2:8][CH2:9][C@H:10]([N:13]([S:18]([C:21]1[CH:26]=[CH:25][C:24]([NH2:27])=[CH:23][CH:22]=1)(=[O:20])=[O:19])[CH2:14][CH:15]([CH3:17])[CH3:16])[CH2:11][OH:12])=[O:4].[C:41](O)(=[O:48])[C:42]1[CH:47]=[CH:46][N:45]=[CH:44][CH:43]=1.[OH-].[Na+]>>[NH2:27][C:24]1[CH:23]=[CH:22][C:21]([S:18]([N:13]([CH2:14][CH:15]([CH3:17])[CH3:16])[C@H:10]([CH2:11][OH:12])[CH2:9][CH2:8][CH2:7][CH2:6][NH:5][C:3]([C@@H:2]([NH:1][C:41](=[O:48])[C:42]2[CH:47]=[CH:46][N:45]=[CH:44][CH:43]=2)[CH:28]([C:35]2[CH:40]=[CH:39][CH:38]=[CH:37][CH:36]=2)[C:29]2[CH:34]=[CH:33][CH:32]=[CH:31][CH:30]=2)=[O:4])(=[O:20])=[O:19])=[CH:26][CH:25]=1 |f:2.3|. Procedure details: The title compound was then obtained in 76% yield using (2S,5S)-2-amino-N-{5-[(4-amino-benzenesulfonyl)-isobutyl-amino]-6-hydroxy-hexyl}-3,3-diphenyl-propionamide (product of example 72) and isonicotinic acid with general procedure A. However, 1.0N NaOH was used instead of 1.0N hydrochloric acid for the preparation of the title compound. The reactants are Cc1ccccc1, O=C(O)CN1C(=O)CC(=O)N(c2ccccc2)c2ccccc21, OCc1ccccc1, Cc1ccc(S(=O)(=O)O)cc1. The product is O=C(CN1C(=O)CC(=O)N(c2ccccc2)c2ccccc21)OCc1ccccc1. Reaction SMILES: [CH3:43][c:44]1[cH:45][cH:46][cH:47][cH:48][cH:49]1.[O:1]=[C:2]1[CH2:3][C:4](=[O:23])[N:5]([c:17]2[cH:18][cH:19][cH:20][cH:21][cH:22]2)[c:6]2[c:7]([cH:13][cH:14][cH:15][cH:16]2)[N:8]1[CH2:9][C:10](=[O:11])[OH:12].[OH:24][CH2:25][c:26]1[cH:27][cH:28][cH:29][cH:30][cH:31]1.[c:32]1([CH3:33])[cH:34][cH:35][c:36]([S:37]([OH:38])(=[O:39])=[O:40])[cH:41][cH:42]1>>[O:1]=[C:2]1[CH2:3][C:4](=[O:23])[N:5]([c:17]2[cH:18][cH:19][cH:20][cH:21][cH:22]2)[c:6]2[c:7]([cH:13][cH:14][cH:15][cH:16]2)[N:8]1[CH2:9][C:10](=[O:11])[O:12][CH2:25][c:26]1[cH:27][cH:28][cH:29][cH:30][cH:31]1. Conditions: temperature 100 celsius, time 1 hour. RXN SMILES: [C:1]1([CH2:7][CH2:8][CH2:9][CH2:10][CH2:11][S:12]([N:15]2[CH2:20][CH2:19][C:18]3[O:21][CH:22]=[CH:23][C:17]=3[CH2:16]2)(=[O:14])=[O:13])[CH:6]=[CH:5][CH:4]=[CH:3][CH:2]=1.[CH3:24][NH:25][CH3:26].[CH2:27]=O>C(O)(=O)C>[CH3:24][N:25]([CH2:27][C:22]1[O:21][C:18]2[CH2:19][CH2:20][N:15]([S:12]([CH2:11][CH2:10][CH2:9][CH2:8][CH2:7][C:1]3[CH:6]=[CH:5][CH:4]=[CH:3][CH:2]=3)(=[O:14])=[O:13])[CH2:16][C:17]=2[CH:23]=1)[CH3:26]. Yields the product CN(C)CC1=CC=2CN(CCC2O1)S(=O)(=O)CCCCCC1=CC=CC=C1 (N,N-dimethyl-[5-(5-phenylpentylsulfonyl)-4,5,6,7-tetrahydrofuro[3,2-c]pyridin-2-ylmethyl]amine). Solvent: C(C)(=O)O (acetic acid). Reactants: C1(=CC=CC=C1)CCCCCS(=O)(=O)N1CC2=C(CC1)OC=C2 (5-(5-phenylpentylsulfonyl)-4,5,6,7-tetrahydrofuro[3,2-c]pyridine), CNC (dimethylamine), C=O (formaldehyde). Procedure details: To a solution of 0.329 g (0.967 mmol) of 5-(5-phenylpentylsulfonyl)-4,5,6,7-tetrahydrofuro[3,2-c]pyridine in 20 ml of acetic acid, 0.11 g (1.2 mmol) of 50% aqueous dimethylamine and 96 mg (1.2 mmol) of 37% aqueous formaldehyde were added, followed by stirring at 100° C. for 1 hour. After the solvent was distilled off under reduced pressure, the residual solution was alkalified with aqueous sodium hydroxide and extracted with dichloromethane 3 times. The combined organic layer was dried over anhy...